From a dataset of the Open Reaction Database (ORD), a public repository of structured organic reaction records. describe an organic reaction: reactants, conditions, products, and yield Starting materials: CCOC(=O)Cn1nccc1C, C=O, CC(=O)O, CCO, Fc1ccc(-c2nccnc2N2CCNCC2)cc1. The product is CCOC(=O)Cn1ncc(CN2CCN(c3nccnc3-c3ccc(F)cc3)CC2)c1C. RXN SMILES: [CH2:20]([CH3:21])[O:22][C:23]([CH2:24][n:25]1[n:26][cH:27][cH:28][c:29]1[CH3:30])=[O:31].[CH2:36]=[O:37].[CH3:32][C:33](=[O:34])[OH:35].[CH3:38][CH2:39][OH:40].[F:1][c:2]1[cH:3][cH:4][c:5](-[c:8]2[c:9]([N:14]3[CH2:15][CH2:16][NH:17][CH2:18][CH2:19]3)[n:10][cH:11][cH:12][n:13]2)[cH:6][cH:7]1>>[F:1][c:2]1[cH:3][cH:4][c:5](-[c:8]2[c:9]([N:14]3[CH2:15][CH2:16][N:17]([CH2:32][c:28]4[cH:27][n:26][n:25]([CH2:24][C:23]([O:22][CH2:20][CH3:21])=[O:31])[c:29]4[CH3:30])[CH2:18][CH2:19]3)[n:10][cH:11][cH:12][n:13]2)[cH:6][cH:7]1.